Task: describe an organic reaction: reactants, conditions, products, and yield. Dataset: the Open Reaction Database (ORD), a public repository of structured organic reaction records Reactants: O=C1NC(=O)c2ccccc21, ClCc1ccc(OCc2ccccc2)cc1, CCOC(C)=O, CN(C)C=O, [K], O. The product is O=C1c2ccccc2C(=O)N1Cc1ccc(OCc2ccccc2)cc1. As a reaction SMILES: [C:1]1(=[O:11])[c:2]2[c:3]([cH:7][cH:8][cH:9][cH:10]2)[C:4](=[O:6])[NH:5]1.[CH2:13]([c:14]1[cH:15][cH:16][cH:17][cH:18][cH:19]1)[O:20][c:21]1[cH:22][cH:23][c:24]([CH2:25][Cl:26])[cH:27][cH:28]1.[CH3:29][CH2:30][O:31][C:32](=[O:33])[CH3:34].[CH3:36][N:37]([CH3:38])[CH:39]=[O:40].[K:12].[OH2:35]>>[C:1]1(=[O:11])[c:2]2[c:3]([cH:7][cH:8][cH:9][cH:10]2)[C:4](=[O:6])[N:5]1[CH2:25][c:24]1[cH:23][cH:22][c:21]([O:20][CH2:13][c:14]2[cH:15][cH:16][cH:17][cH:18][cH:19]2)[cH:28][cH:27]1.